Dataset: the Open Reaction Database (ORD), a public repository of structured organic reaction records. Task: describe an organic reaction: reactants, conditions, products, and yield Reactants: CN(C=CC(=O)C1=COC=C1)C (3-dimethylamino-1-(3-furyl)-2-propen-1-one), NC1=NNC=C1C(=O)OCC (ethyl 3-aminopyrazole-4-carboxylate). Solvent: C(C)(=O)O (acetic acid). Product: O1C=C(C=C1)C1=CC=NC=2N1N=CC2C(=O)OCC (Ethyl 7-(3-Furyl)pyrazolo[1,5-a]pyrimidine-3-carboxylate). Reaction SMILES: C[N:2]([CH3:12])[CH:3]=[CH:4][C:5]([C:7]1[CH:11]=[CH:10][O:9][CH:8]=1)=O.N[C:14]1[C:18]([C:19]([O:21][CH2:22][CH3:23])=[O:20])=C[NH:16][N:15]=1>C(O)(=O)C>[O:9]1[CH:10]=[CH:11][C:7]([C:5]2[N:16]3[N:15]=[CH:14][C:18]([C:19]([O:21][CH2:22][CH3:23])=[O:20])=[C:12]3[N:2]=[CH:3][CH:4]=2)=[CH:8]1. Procedure details: A mixture of 0.01 mole of 3-dimethylamino-1-(3-furyl)-2-propen-1-one and 0.01 mole of ethyl 3-aminopyrazole-4-carboxylate in glacial acetic acid is heated at reflux temperature for 6 hours. The product is isolated as described for Example 1 to give the product of the example. The reactants are CC1=C(N=C2N1C=CC=1CCCCC21)C(=O)OCC (ethyl 3-methyl-7,8,9,10-tetrahydroimidazo[2,1-a]isoquinoline-2-carboxylate), [H-].[H-].[H-].[H-].[Li+].[Al+3] (LAH), O.O.O.O.O.O.O.O.O.O.S(=O)(=O)([O-])[O-].[Na+].[Na+] (sodium sulfate decahydrate). Run in C1CCOC1 (THF). Conditions: time 3 hour. The product is crude product, CC1=C(N=C2N1C=CC=1CCCCC21)CO ((3-methyl-7,8,9,10-tetrahydroimidazo[2,1-a]isoquinolin-2-yl)methanol). The yield is 114.2%. Reaction SMILES: [CH3:1][C:2]1[N:6]2[CH:7]=[CH:8][C:9]3[CH2:10][CH2:11][CH2:12][CH2:13][C:14]=3[C:5]2=[N:4][C:3]=1[C:15](OCC)=[O:16].[H-].[H-].[H-].[H-].[Li+].[Al+3].O.O.O.O.O.O.O.O.O.O.S([O-])([O-])(=O)=O.[Na+].[Na+]>C1COCC1>[CH3:1][C:2]1[N:6]2[CH:7]=[CH:8][C:9]3[CH2:10][CH2:11][CH2:12][CH2:13][C:14]=3[C:5]2=[N:4][C:3]=1[CH2:15][OH:16] |f:1.2.3.4.5.6,7.8.9.10.11.12.13.14.15.16.17.18.19|. Procedure details: To a solution of ethyl 3-methyl-7,8,9,10-tetrahydroimidazo[2,1-a]isoquinoline-2-carboxylate (210 mg, 0.81 mmol) in 5 mL of THF was added LAH (920 mg, 2.44 mmol) at 0° C. The mixture was stirred for 3 h at room temperature. To the mixture was added sodium sulfate decahydrate (100 mg) and the mixture was stirred for 15 min at room temperature. The solid was removed by filtration and the filtrate was concentrated to give the crude product of (3-methyl-7,8,9,10-tetrahydroimidazo[2,1-a]isoquinolin-2-... The reactants are CC(=O)O, Cc1ccc(OCC(O)CNc2cc[nH]c(=O)c2-c2nc3cc4c(cc3[nH]2)C(=O)N(C2CCN(CCS(C)(=O)=O)CC2)C4)c(C)c1. Yields the product CC(=O)OC(CNc1cc[nH]c(=O)c1-c1nc2cc3c(cc2[nH]1)C(=O)N(C1CCN(CCS(C)(=O)=O)CC1)C3)COc1ccc(C)cc1C. As a reaction SMILES: [C:47]([CH3:48])(=[O:49])[OH:50].[CH3:1][c:2]1[c:3]([O:4][CH2:5][CH:6]([CH2:7][NH:8][c:9]2[c:10](-[c:16]3[n:17][c:18]4[cH:19][c:20]5[c:24]([cH:25][c:26]4[nH:27]3)[C:23](=[O:28])[N:22]([CH:29]3[CH2:30][CH2:31][N:32]([CH2:35][CH2:36][S:37](=[O:38])(=[O:39])[CH3:40])[CH2:33][CH2:34]3)[CH2:21]5)[c:11](=[O:15])[nH:12][cH:13][cH:14]2)[OH:41])[cH:42][cH:43][c:44]([CH3:46])[cH:45]1>>[CH3:1][c:2]1[c:3]([O:4][CH2:5][CH:6]([CH2:7][NH:8][c:9]2[c:10](-[c:16]3[n:17][c:18]4[cH:19][c:20]5[c:24]([cH:25][c:26]4[nH:27]3)[C:23](=[O:28])[N:22]([CH:29]3[CH2:30][CH2:31][N:32]([CH2:35][CH2:36][S:37](=[O:38])(=[O:39])[CH3:40])[CH2:33][CH2:34]3)[CH2:21]5)[c:11](=[O:15])[nH:12][cH:13][cH:14]2)[O:41][C:47]([CH3:48])=[O:49])[cH:42][cH:43][c:44]([CH3:46])[cH:45]1. Starting materials: NC=1C=CC(=C(C1)[C@]1(N=C(O[C@@H](C1)C(F)(F)F)N)C)F ((4S,6S)-4-(5-amino-2-fluorophenyl)-4-methyl-6-(trifluoromethyl)-5,6-dihydro-4H-1,3-oxazin-2-amine), NC=1C=CC(=C(C1)[C@]1(N=C(O[C@@H](C1)C(F)(F)F)N)C)F ((4S,6S)-4-(5-amino-2-fluorophenyl)-4-methyl-6-(trifluoromethyl)-5,6-dihydro-4H-1,3-oxazin-2-amine), C(C#C)OC=1N=CC(=NC1)C(=O)O (5-(prop-2-yn-1-yloxy)pyrazine-2-carboxylic acid). Product: NC=1O[C@@H](C[C@@](N1)(C)C=1C=C(C=CC1F)NC(=O)C1=NC=C(N=C1)OCC#C)C(F)(F)F (N-(3-((4S,6S)-2-amino-4-methyl-6-(trifluoromethyl)-5,6-dihydro-4H-1,3-oxazin-4-yl)-4-fluorophenyl)-5-(prop-2-yn-1-yloxy)pyrazine-2-carboxamide). RXN SMILES: [NH2:1][C:2]1[CH:3]=[CH:4][C:5]([F:20])=[C:6]([C@:8]2([CH3:19])[CH2:13][C@@H:12]([C:14]([F:17])([F:16])[F:15])[O:11][C:10]([NH2:18])=[N:9]2)[CH:7]=1.[CH2:21]([O:24][C:25]1[N:26]=[CH:27][C:28]([C:31](O)=[O:32])=[N:29][CH:30]=1)[C:22]#[CH:23]>>[NH2:18][C:10]1[O:11][C@H:12]([C:14]([F:16])([F:17])[F:15])[CH2:13][C@:8]([C:6]2[CH:7]=[C:2]([NH:1][C:31]([C:28]3[CH:27]=[N:26][C:25]([O:24][CH2:21][C:22]#[CH:23])=[CH:30][N:29]=3)=[O:32])[CH:3]=[CH:4][C:5]=2[F:20])([CH3:19])[N:9]=1. Procedure details: The title compound was synthesized by procedures and steps analogous to those described in Method F (Example 32) above, but using (4S,6S)-4-(5-amino-2-fluorophenyl)-4-methyl-6-(trifluoromethyl)-5,6-dihydro-4H-1,3-oxazin-2-amine (intermediate 4i) and 5-(prop-2-yn-1-yloxy)pyrazine-2-carboxylic acid (J. Med. Chem. 2013, 56, 3980). The desired product was purified by reversed-phase preparative HPLC using a Phenomenex Gemini column, 10 micron, C18, 110 Å, 100×50 mm, 0.1% TFA in CH3CN/H2O, gradient 10... The reactants are CC(C)C[AlH]CC(C)C, Cc1ccccc1, COC(=O)c1c(C(F)(F)F)cccc1C(F)(F)F, [K], [Na]. The product is OCc1c(C(F)(F)F)cccc1C(F)(F)F. Reaction SMILES: [CH3:1][CH:2]([CH2:3][AlH:4][CH2:5][CH:6]([CH3:7])[CH3:8])[CH3:9].[CH3:30][c:31]1[cH:32][cH:33][cH:34][cH:35][cH:36]1.[F:10][C:11]([c:12]1[c:13]([C:14](=[O:15])[O:16][CH3:17])[c:18]([C:22]([F:23])([F:24])[F:25])[cH:19][cH:20][cH:21]1)([F:26])[F:27].[K:28].[Na:29]>>[F:10][C:11]([c:12]1[c:13]([CH2:14][OH:15])[c:18]([C:22]([F:23])([F:24])[F:25])[cH:19][cH:20][cH:21]1)([F:26])[F:27]. Reactants: ClC=1C=NC=2N(C1)N=C(C2)C(=O)O (6-chloro-pyrazolo[1,5-a]pyrimidine-2-carboxylic acid), CC1NCCC2=C(C=CC=C12)C1=CC=NC=C1 (1-Methyl-5-pyridin-4-yl-1,2,3,4-tetrahydro-isoquinoline). Yields the product ClC=1C=NC=2N(C1)N=C(C2)C(=O)N2C(C1=CC=CC(=C1CC2)C2=CC=NC=C2)C ((6-Chloro-pyrazolo[1,5-a]pyrimidin-2-yl)-(1-methyl-5-pyridin-4-yl-3,4-dihydro-1H-isoquinolin-2-yl)-methanone). Reaction SMILES: [Cl:1][C:2]1[CH:3]=[N:4][C:5]2[N:6]([N:8]=[C:9]([C:11]([OH:13])=O)[CH:10]=2)[CH:7]=1.[CH3:14][CH:15]1[C:24]2[C:19](=[C:20]([C:25]3[CH:30]=[CH:29][N:28]=[CH:27][CH:26]=3)[CH:21]=[CH:22][CH:23]=2)[CH2:18][CH2:17][NH:16]1>>[Cl:1][C:2]1[CH:3]=[N:4][C:5]2[N:6]([N:8]=[C:9]([C:11]([N:16]3[CH2:17][CH2:18][C:19]4[C:24](=[CH:23][CH:22]=[CH:21][C:20]=4[C:25]4[CH:30]=[CH:29][N:28]=[CH:27][CH:26]=4)[CH:15]3[CH3:14])=[O:13])[CH:10]=2)[CH:7]=1. Reported procedure: In close analogy to the procedure described in Example 1, 6-chloro-pyrazolo[1,5-a]pyrimidine-2-carboxylic acid is reacted with 1-Methyl-5-pyridin-4-yl-1,2,3,4-tetrahydro-isoquinoline to provide the title compound in moderate yield.